From a dataset of the Open Reaction Database (ORD), a public repository of structured organic reaction records. describe an organic reaction: reactants, conditions, products, and yield Reactants: CCOC(=O)c1cn(-c2ccc3c(c2)CCC3)c2nc(Nc3ccc(OCC(O)CN(C)C)cc3)ncc2c1=O, CCN, CO. The product is CCNC(=O)c1cn(-c2ccc3c(c2)CCC3)c2nc(Nc3ccc(OCC(O)CN(C)C)cc3)ncc2c1=O. Reaction SMILES: [CH2:1]([O:3][C:4](=[O:2])[c:6]1[c:7](=[O:40])[c:8]2[c:9]([n:10][c:11]([NH:14][c:15]3[cH:16][cH:17][c:18]([O:21][CH2:22][CH:23]([CH2:24][N:25]([CH3:26])[CH3:27])[OH:28])[cH:19][cH:20]3)[n:12][cH:13]2)[n:29](-[c:31]2[cH:32][c:33]3[c:37]([cH:38][cH:39]2)[CH2:36][CH2:35][CH2:34]3)[cH:30]1)[CH3:5].[CH3:41][CH2:42][NH2:43].[CH3:44][OH:45]>>[O:3]=[C:4]([c:6]1[c:7](=[O:40])[c:8]2[c:9]([n:10][c:11]([NH:14][c:15]3[cH:16][cH:17][c:18]([O:21][CH2:22][CH:23]([CH2:24][N:25]([CH3:26])[CH3:27])[OH:28])[cH:19][cH:20]3)[n:12][cH:13]2)[n:29](-[c:31]2[cH:32][c:33]3[c:37]([cH:38][cH:39]2)[CH2:36][CH2:35][CH2:34]3)[cH:30]1)[NH:43][CH2:42][CH3:41].